The task is: describe an organic reaction: reactants, conditions, products, and yield. This data is from the Open Reaction Database (ORD), a public repository of structured organic reaction records. Run in C(Cl)Cl (DCM). Reported procedure: 2-Iodo-3′,4′,5′-tribenzyloxyacetophenone (20) (5.64 g, 10 mmol) and β-D-glucose-2,3,4,6-tetraacetate (8) (4.18 g, 12 mmol) was dissolved in dry DCM (50 mL) and sodium hydride (0.48 g, 20 mmol) (0.8 g 60% NaH suspension in oil)) was added in small portions. The reaction mixture was allowed to be stirred at room temperature overnight. Excess of sodium hydride was decomposed by addition of suitable amount water. Dichloromethane was removed under vacuum in order to simplify the work up. Water (100 m... Starting materials: ICC(=O)C1=CC(=C(C(=C1)OCC1=CC=CC=C1)OCC1=CC=CC=C1)OCC1=CC=CC=C1 (2-Iodo-3′,4′,5′-tribenzyloxyacetophenone), C(C)(=O)O[C@H]1[C@H](O)O[C@@H]([C@H]([C@@H]1OC(C)=O)OC(C)=O)COC(C)=O (β-D-glucose-2,3,4,6-tetraacetate), [H-].[Na+] (sodium hydride), [H-].[Na+] (sodium hydride), O (water). Reaction conditions: time 8 hour. Product: C(C)(=O)O[C@H]1[C@@H](O[C@@H]([C@H]([C@@H]1OC(C)=O)OC(C)=O)COC(C)=O)OCC(=O)C1=CC(=C(C(=C1)OCC1=CC=CC=C1)OCC1=CC=CC=C1)OCC1=CC=CC=C1 (2-(2,3,4,6-Tetra-O-acetyl-β-D-glucopyranosyloxy)-3′,4′,5′-tribenzyloxyacetophenone). As a reaction SMILES: I[CH2:2][C:3]([C:5]1[CH:10]=[C:9]([O:11][CH2:12][C:13]2[CH:18]=[CH:17][CH:16]=[CH:15][CH:14]=2)[C:8]([O:19][CH2:20][C:21]2[CH:26]=[CH:25][CH:24]=[CH:23][CH:22]=2)=[C:7]([O:27][CH2:28][C:29]2[CH:34]=[CH:33][CH:32]=[CH:31][CH:30]=2)[CH:6]=1)=[O:4].[C:35]([O:38][C@@H:39]1[C@@H:45]([O:46][C:47](=[O:49])[CH3:48])[C@H:44]([O:50][C:51](=[O:53])[CH3:52])[C@@H:43]([CH2:54][O:55][C:56](=[O:58])[CH3:57])[O:42][C@H:40]1[OH:41])(=[O:37])[CH3:36].[H-].[Na+].O>C(Cl)Cl>[C:35]([O:38][C@@H:39]1[C@@H:45]([O:46][C:47](=[O:49])[CH3:48])[C@H:44]([O:50][C:51](=[O:53])[CH3:52])[C@@H:43]([CH2:54][O:55][C:56](=[O:58])[CH3:57])[O:42][C@H:40]1[O:41][CH2:2][C:3]([C:5]1[CH:10]=[C:9]([O:11][CH2:12][C:13]2[CH:18]=[CH:17][CH:16]=[CH:15][CH:14]=2)[C:8]([O:19][CH2:20][C:21]2[CH:26]=[CH:25][CH:24]=[CH:23][CH:22]=2)=[C:7]([O:27][CH2:28][C:29]2[CH:34]=[CH:33][CH:32]=[CH:31][CH:30]=2)[CH:6]=1)=[O:4])(=[O:37])[CH3:36] |f:2.3|. Starting materials: Cl.Cl.Cl.C1(CC1)NC(=O)C1=CC=CC=2SC(=CC21)C2=NC(=NC=C2Cl)NCCCN2CCNCC2 (2-[5-chloro-2-(3-piperazin-1-ylpropylamino)-pyrimidin-4-yl]-benzo[b]thiophene-4-carboxylic acid cyclopropylamide tri-hydrochloride), ClC1=NC=C(C(=N1)C1=CC2=C(S1)C=C(C=C2)C(=O)N2CCOCC2)Cl ([2-(2,5-dichloropyrimidin-4-yl)-benzo[b]thiophen-6-yl]-morpholin-4-yl-methanone), C(C)(C)(C)OC(=O)N1CCN(CC1)CCCN (4-(3-aminopropyl)-piperazine-1-carboxylic acid tert-butyl ester). Product: Cl.Cl.Cl.ClC=1C(=NC(=NC1)NCCCN1CCNCC1)C1=CC2=C(S1)C=C(C=C2)C(=O)N2CCOCC2 ({2-[5-chloro-2-(3-piperazin-1-ylpropylamino)-pyrimidin-4-yl]-benzo[b]thiophen-6-yl}-morpholin-4-ylmethanone tri-hydrochloride). RXN SMILES: [ClH:1].Cl.Cl.C1(NC(C2C3C=C(C4C([Cl:25])=CN=C([NH:26][CH2:27][CH2:28][CH2:29][N:30]5[CH2:35][CH2:34][NH:33][CH2:32][CH2:31]5)N=4)SC=3C=CC=2)=O)CC1.[Cl:36][C:37]1[N:42]=[C:41]([C:43]2[S:47][C:46]3[CH:48]=[C:49]([C:52]([N:54]4[CH2:59][CH2:58][O:57][CH2:56][CH2:55]4)=[O:53])[CH:50]=[CH:51][C:45]=3[CH:44]=2)[C:40]([Cl:60])=[CH:39][N:38]=1.C(OC(N1CCN(CCCN)CC1)=O)(C)(C)C>>[ClH:25].[ClH:36].[ClH:1].[Cl:60][C:40]1[C:41]([C:43]2[S:47][C:46]3[CH:48]=[C:49]([C:52]([N:54]4[CH2:59][CH2:58][O:57][CH2:56][CH2:55]4)=[O:53])[CH:50]=[CH:51][C:45]=3[CH:44]=2)=[N:42][C:37]([NH:26][CH2:27][CH2:28][CH2:29][N:30]2[CH2:35][CH2:34][NH:33][CH2:32][CH2:31]2)=[N:38][CH:39]=1 |f:0.1.2.3,6.7.8.9|. Reported procedure: Using the method of 2-[5-chloro-2-(3-piperazin-1-ylpropylamino)-pyrimidin-4-yl]-benzo[b]thiophene-4-carboxylic acid cyclopropylamide tri-hydrochloride, the title compound is synthesized from [2-(2,5-dichloropyrimidin-4-yl)-benzo[b]thiophen-6-yl]-morpholin-4-yl-methanone and 4-(3-aminopropyl)-piperazine-1-carboxylic acid tert-butyl ester and isolated as a yellow solid. ES+(m/z) 501 (35Cl) and 503 (37Cl) [M+H]. The reactants are C(#N)[BH3-].[Na+] (sodium cyanoborohydride), ClC1=CC=C(C=C1)C1=CC(=NN1C1=C(N)C=CC=C1)C1CC(OC(C1)(C)C)(C)C (2-(5-(4-Chlorophenyl)-3-(2,2,6,6-tetramethyltetrahydro-2H-pyran-4-yl)-1H-pyrazol-1-yl)aniline), C=O (formaldehyde), aqueous solution, C(=O)(O)[O-].[Na+] (NaHCO3). The solvent is C(C)(=O)O (acetic acid), C1CCOC1 (THF). Reaction conditions: time 15 minute. The product is ClC1=CC=C(C=C1)C1=CC(=NN1C1=C(NC)C=CC=C1)C1CC(OC(C1)(C)C)(C)C (2-[5-(4-Chlorophenyl)-3-(2,2,6,6-tetramethyltetrahydro-2H-pyran-4-yl)-1H-pyrazol-1-yl]-N-methylaniline). Yield: 33.8%. Reaction SMILES: [Cl:1][C:2]1[CH:7]=[CH:6][C:5]([C:8]2[N:12]([C:13]3[CH:19]=[CH:18][CH:17]=[CH:16][C:14]=3[NH2:15])[N:11]=[C:10]([CH:20]3[CH2:25][C:24]([CH3:27])([CH3:26])[O:23][C:22]([CH3:29])([CH3:28])[CH2:21]3)[CH:9]=2)=[CH:4][CH:3]=1.C=O.[C:32]([BH3-])#N.[Na+].C([O-])(O)=O.[Na+]>C1COCC1.C(O)(=O)C>[Cl:1][C:2]1[CH:7]=[CH:6][C:5]([C:8]2[N:12]([C:13]3[CH:19]=[CH:18][CH:17]=[CH:16][C:14]=3[NH:15][CH3:32])[N:11]=[C:10]([CH:20]3[CH2:25][C:24]([CH3:27])([CH3:26])[O:23][C:22]([CH3:29])([CH3:28])[CH2:21]3)[CH:9]=2)=[CH:4][CH:3]=1 |f:2.3,4.5|. Procedure: To a solution of 2-(5-(4-chlorophenyl)-3-(2,2,6,6-tetramethyltetrahydro-2H-pyran-4-yl)-1H-pyrazol-1-yl)aniline (Example 62) (25 mg, 0.06 mmol, 1 eq) in THF (2 mL) was added formaldehyde (13.64 of a 37% aqueous solution, 0.18 mmol, 3 eq). After 15 min, acetic acid (0.1 mL) and sodium cyanoborohydride (12 mg, 0.18 mmol, 3 eq) were added and the solution stirred 5 hrs. Aqueous saturated NaHCO3 was added, the solution extracted with DCM, the organics combined, dried over MgSO4 and concentrated. Puri... Starting materials: Cc1ccccc1, O=C(Cl)Cl, Cl, Cl, OCC1(Cc2ccc(F)cc2)CCC1, CN(C)S(=O)(=O)NCCCCC(N)C(O)C(=O)NCc1cccnc1, C1CCOC1. The product is CN(C)S(=O)(=O)NCCCCC(NC(=O)OCC1(Cc2ccc(F)cc2)CCC1)C(O)C(=O)NCc1cccnc1. As a reaction SMILES: [CH3:51][c:52]1[cH:53][cH:54][cH:55][cH:56][cH:57]1.[Cl:15][C:16]([Cl:17])=[O:18].[ClH:19].[ClH:20].[F:1][c:2]1[cH:3][cH:4][c:5]([CH2:6][C:7]2([CH2:11][OH:12])[CH2:8][CH2:9][CH2:10]2)[cH:13][cH:14]1.[NH2:21][CH:22]([CH:23]([C:24](=[O:25])[NH:26][CH2:27][c:28]1[cH:29][n:30][cH:31][cH:32][cH:33]1)[OH:34])[CH2:35][CH2:36][CH2:37][CH2:38][NH:39][S:40](=[O:41])(=[O:42])[N:43]([CH3:44])[CH3:45].[O:46]1[CH2:47][CH2:48][CH2:49][CH2:50]1>>[F:1][c:2]1[cH:3][cH:4][c:5]([CH2:6][C:7]2([CH2:11][O:12][C:16](=[O:18])[NH:21][CH:22]([CH:23]([C:24](=[O:25])[NH:26][CH2:27][c:28]3[cH:29][n:30][cH:31][cH:32][cH:33]3)[OH:34])[CH2:35][CH2:36][CH2:37][CH2:38][NH:39][S:40](=[O:41])(=[O:42])[N:43]([CH3:44])[CH3:45])[CH2:8][CH2:9][CH2:10]2)[cH:13][cH:14]1. Starting materials: CN(C(=O)Oc1ccc(NC(=O)CC(C)(C)C(=O)O)cn1)c1ccccc1, ClCCl, O=S(Cl)Cl, c1ccncc1. Yields the product CN(C(=O)Oc1ccc(N2C(=O)CC(C)(C)C2=O)cn1)c1ccccc1. RXN SMILES: [CH3:5][C:6]([C:7](=[O:8])[OH:9])([CH2:10][C:11](=[O:12])[NH:13][c:14]1[cH:15][n:16][c:17]([O:20][C:21]([N:22]([c:23]2[cH:24][cH:25][cH:26][cH:27][cH:28]2)[CH3:29])=[O:30])[cH:18][cH:19]1)[CH3:31].[Cl:38][CH2:39][Cl:40].[S:1]([Cl:2])([Cl:3])=[O:4].[cH:32]1[cH:33][cH:34][n:35][cH:36][cH:37]1>>[CH3:5][C:6]1([CH3:31])[C:7](=[O:8])[N:13]([c:14]2[cH:15][n:16][c:17]([O:20][C:21]([N:22]([c:23]3[cH:24][cH:25][cH:26][cH:27][cH:28]3)[CH3:29])=[O:30])[cH:18][cH:19]2)[C:11](=[O:12])[CH2:10]1.